From a dataset of the Open Reaction Database (ORD), a public repository of structured organic reaction records. describe an organic reaction: reactants, conditions, products, and yield Reactants: C[NH2+]C, CC(=O)OC(C)=O, O=[N+]([O-])c1ccc(-c2c[nH]nc2[O-])cc1, O, c1ccncc1. The product is CC(=O)n1cc(-c2ccc([N+](=O)[O-])cc2)c(O)n1. RXN SMILES: [CH3:16][NH2+:17][CH3:18].[CH3:19][C:20](=[O:21])[O:22][C:23](=[O:24])[CH3:25].[N+:1](=[O:2])([O-:3])[c:4]1[cH:5][cH:6][c:7](-[c:10]2[c:11]([O-:15])[n:12][nH:13][cH:14]2)[cH:8][cH:9]1.[OH2:26].[cH:27]1[cH:28][cH:29][n:30][cH:31][cH:32]1>>[N+:1](=[O:2])([O-:3])[c:4]1[cH:5][cH:6][c:7](-[c:10]2[c:11]([OH:15])[n:12][n:13]([C:20]([CH3:19])=[O:21])[cH:14]2)[cH:8][cH:9]1.